Dataset: the Open Reaction Database (ORD), a public repository of structured organic reaction records. Task: describe an organic reaction: reactants, conditions, products, and yield The reactants are N1=CN=C(C2=C1NC=C2)N2CC[C@H]1N(CCC[C@H]12)C(=O)NCC1=CC=C(C(=O)OC)C=C1 (methyl 4-[({[(3aR,7aR)-1-(7H-pyrrolo[2,3-d]pyrimidin-4-yl)octahydro-4H-pyrrolo[3,2-b]pyridine-4-yl]carbonyl}amino)methyl]benzoate), Example 23, [OH-].[Li+] (lithium hydroxide). Solvent: CO (MeOH). Run at time 18 hour. Yields the product N1=CN=C(C2=C1NC=C2)N2CC[C@H]1N(CCC[C@H]12)C(=O)NCC1=CC=C(C(=O)O)C=C1 (4-[({[(3aR,7aR)-1-(7H-pyrrolo[2,3-d]pyrimidin-4-yl)octahydro-4H-pyrrolo[3,2-b]pyridin-4-yl]carbonyl}amino)methyl]benzoic acid). Reaction SMILES: [N:1]1[C:6]2[NH:7][CH:8]=[CH:9][C:5]=2[C:4]([N:10]2[C@H:18]3[C@H:13]([N:14]([C:19]([NH:21][CH2:22][C:23]4[CH:32]=[CH:31][C:26]([C:27]([O:29]C)=[O:28])=[CH:25][CH:24]=4)=[O:20])[CH2:15][CH2:16][CH2:17]3)[CH2:12][CH2:11]2)=[N:3][CH:2]=1.[OH-].[Li+]>CO>[N:1]1[C:6]2[NH:7][CH:8]=[CH:9][C:5]=2[C:4]([N:10]2[C@H:18]3[C@H:13]([N:14]([C:19]([NH:21][CH2:22][C:23]4[CH:24]=[CH:25][C:26]([C:27]([OH:29])=[O:28])=[CH:31][CH:32]=4)=[O:20])[CH2:15][CH2:16][CH2:17]3)[CH2:12][CH2:11]2)=[N:3][CH:2]=1 |f:1.2|. Reported procedure: To methyl 4-[({[(3aR,7aR)-1-(7H-pyrrolo[2,3-d]pyrimidin-4-yl)octahydro-4H-pyrrolo[3,2-b]pyridine-4-yl]carbonyl}amino)methyl]benzoate (TFA salt) from Example 23 (8.2 mg, 0.015 mmol) was added MeOH (75 μL) and aqueous lithium hydroxide (299 μL, 0.149 mmol, 2.0 M) solution at 22° C. The reaction was stirred for 18 hours before being concentrated and dissolved in DMSO (2.0 mL). The resulting solution was purified by mass triggered reverse phase HPLC. Lyophilization of the desired fractions gave the ... Reactants: rutile, [O-2].[O-2].[Ti+4] (titanium dioxide), C([O-])([O-])=O.[Na+].[Na+] (sodium carbonate). Reaction conditions: time 20 hour. The product is [O-2].[O-2].[O-2].[O-2].[O-2].[O-2].[O-2].[Ti+4].[Ti+4].[Ti+4].[Na+].[Na+] (disodium trititanium heptaoxide). RXN SMILES: [O-2:1].[O-2].[Ti+4:3].C(=O)([O-])[O-:5].[Na+:8].[Na+]>>[O-2:5].[O-2:1].[O-2:5].[O-2:5].[O-2:5].[O-2:5].[O-2:5].[Ti+4:3].[Ti+4:3].[Ti+4:3].[Na+:8].[Na+:8] |f:0.1.2,3.4.5,6.7.8.9.10.11.12.13.14.15.16.17|. Reported procedure: 20.0 g of a commercially available rutile-type high-purity titanium dioxide (PT-301, made by Ishihara Sangyo Kaisha Ltd.) and 8.85 g of sodium carbonate were mixed, and thereafter heated and calcined in the air at a temperature of 800° C. for 20 hours using an electric furnace, and thereafter again heated and calcined under the same conditions to obtain disodium trititanium heptaoxide. The obtained disodium trititanium heptaoxide was added to a hydrochloric acid aqueous solution of 1 mol in conc...